Dataset: the Open Reaction Database (ORD), a public repository of structured organic reaction records. Task: describe an organic reaction: reactants, conditions, products, and yield Reactants: C1(CC1)C=1OC=C(N1)C(=O)N(C)OC (2-cyclopropyl-N-methoxy-N-methyloxazole-4-carboxamide), [H-].C(C(C)C)[Al+]CC(C)C (diisobutylaluminum hydride). Run in ClCCl (dichloromethane). Conditions: temperature -78 celsius, time 45 minute. Product: C1(CC1)C=1OC=C(N1)C=O (2-cyclopropyloxazole-4-carbaldehyde). RXN SMILES: [CH:1]1([C:4]2[O:5][CH:6]=[C:7]([C:9](N(OC)C)=[O:10])[N:8]=2)[CH2:3][CH2:2]1.[H-].C([Al+]CC(C)C)C(C)C>ClCCl>[CH:1]1([C:4]2[O:5][CH:6]=[C:7]([CH:9]=[O:10])[N:8]=2)[CH2:3][CH2:2]1 |f:1.2|. Reported procedure: To a solution of 2-cyclopropyl-N-methoxy-N-methyloxazole-4-carboxamide (0.102 g, 0.52 mmol) in dry dichloromethane (15 mL) was added diisobutylaluminum hydride (1M in toluene) (1.04 ml, 1.04 mmol) at −78° C. The reaction mixture was stirred at −78° C. for 45 minutes. The reaction mixture was quenched with aqueous sodium hydroxide (2M) and extracted with ethyl acetate. The organic layer was dried over sodium sulfate and concentrated under reduced pressure to afford 2-cyclopropyloxazole-4-carbalde... Starting materials: Cl.Cl.ClC=1C(=NC=CN1)CN (C-(3-chloro-pyrazin-2-yl)-methylamine bis-hydrochloride), Cl.CN(CCCN=C=NCC)C (N-(3-dimethylaminopropyl)-N′-ethylcarbodiimide hydrochloride), C(C)(C)N(CC)C(C)C (diisopropyl ethylamine), hydrate, C(=O)O (formic acid). Solvent: CN(C)C=O (DMF). Conditions: time 16 hour. The product is ClC=1C(=NC=CN1)CNC=O (N-(3-Chloro-pyrazin-2-ylmethyl)-formamide). As a reaction SMILES: Cl.Cl.[Cl:3][C:4]1[C:5]([CH2:10][NH2:11])=[N:6][CH:7]=[CH:8][N:9]=1.Cl.CN(C)CCCN=C=NCC.C(N(C(C)C)CC)(C)C.[CH:33](O)=[O:34]>CN(C=O)C>[Cl:3][C:4]1[C:5]([CH2:10][NH:11][CH:33]=[O:34])=[N:6][CH:7]=[CH:8][N:9]=1 |f:0.1.2,3.4|. Procedure: To a solution of C-(3-chloro-pyrazin-2-yl)-methylamine bis-hydrochloride (6.0 g, 0.027 mol) in DMF (50 mL) was added N-(3-dimethylaminopropyl)-N′-ethylcarbodiimide hydrochloride (7.9 g, 0.041 mol), diisopropyl ethylamine (24.2 mL, 0.139 mol), hydrate (400.0 mg, 0.003 mol) and formic acid (1.57 mL, 0.041 mol). The reaction was left to stir at rt for 16 h under an atmosphere of nitrogen. The solvent was then removed under reduced pressure and the residue was purified by chromatography (5% DCM in h... The reactants are Brc1cccc(NCC2CCOCC2)n1, CC#N, O=C1CCC(=O)N1Cl. Yields the product Clc1ccc(NCC2CCOCC2)nc1Br. As a reaction SMILES: [Br:1][c:2]1[cH:3][cH:4][cH:5][c:6]([NH:8][CH2:9][CH:10]2[CH2:11][CH2:12][O:13][CH2:14][CH2:15]2)[n:7]1.[CH3:24][C:25]#[N:26].[Cl:16][N:17]1[C:18](=[O:19])[CH2:20][CH2:21][C:22]1=[O:23]>>[Br:1][c:2]1[c:3]([Cl:16])[cH:4][cH:5][c:6]([NH:8][CH2:9][CH:10]2[CH2:11][CH2:12][O:13][CH2:14][CH2:15]2)[n:7]1. Reactants: C1(=CC=CC=C1)CCCC(C(=O)O)CC1=CC=C(C=C1)OCCON=C(C)C1=CC=C(C=C1)C1=NC=CC=C1 (2-(3-Phenylpropyl)-3-[4-[2-[[1-[4-(2-pyridyl)phenyl]ethylidene]aminoxy]ethoxy]phenyl]propionic acid), [OH-].[Na+] (sodium hydroxide). Yields the product O(C1=CC=CC=C1)C(C(=O)O)CC1=CC=C(C=C1)OCCON=C(C)C1=CC=C(C=C1)C1=NC=CC=C1 (2-Phenoxy-3-[4-[2-[[1-[4-(2-pyridyl)phenyl]ethylidene]aminoxy]ethoxy]phenyl]propionic acid). Reaction SMILES: C1(CCC[CH:10]([CH2:14][C:15]2[CH:20]=[CH:19][C:18]([O:21][CH2:22][CH2:23][O:24][N:25]=[C:26]([C:28]3[CH:33]=[CH:32][C:31]([C:34]4[CH:39]=[CH:38][CH:37]=[CH:36][N:35]=4)=[CH:30][CH:29]=3)[CH3:27])=[CH:17][CH:16]=2)[C:11]([OH:13])=[O:12])C=CC=CC=1.[OH-:40].[Na+]>>[O:40]([CH:10]([CH2:14][C:15]1[CH:20]=[CH:19][C:18]([O:21][CH2:22][CH2:23][O:24][N:25]=[C:26]([C:28]2[CH:33]=[CH:32][C:31]([C:34]3[CH:39]=[CH:38][CH:37]=[CH:36][N:35]=3)=[CH:30][CH:29]=2)[CH3:27])=[CH:17][CH:16]=1)[C:11]([OH:13])=[O:12])[C:15]1[CH:20]=[CH:19][CH:18]=[CH:17][CH:16]=1 |f:1.2|. Reported procedure: Reaction and post-treatment were carried out according to Example 18 using 1.28 g of ethyl 2-phenoxy-3-[4-[2-[[1-[4-(2-pyridyl)phenyl]ethylidene]aminoxy]ethoxy]phenyl]propionate obtained in Example 20 and 7.00 ml of a 1N aqueous sodium hydroxide solution to obtain 1.13 g of the desired compound as a crystalline powder. Starting materials: C1CCOC1, OC1C=CCC1, Clc1nc(Cl)c2[nH]cnc2n1, CCOC(=O)N=NC(=O)OCC, c1ccc(P(c2ccccc2)c2ccccc2)cc1. Product: Clc1nc(Cl)c2ncn(C3C=CCC3)c2n1. Reaction SMILES: [CH2:49]1[O:50][CH2:51][CH2:52][CH2:53]1.[CH:1]1([OH:6])[CH:2]=[CH:3][CH2:4][CH2:5]1.[Cl:7][c:8]1[n:9][c:10]([Cl:17])[c:11]2[nH:12][cH:13][n:14][c:15]2[n:16]1.[O:37]=[C:38]([O:39][CH2:40][CH3:41])[N:42]=[N:43][C:44]([O:45][CH2:46][CH3:47])=[O:48].[c:18]1([P:19]([c:20]2[cH:21][cH:22][cH:23][cH:24][cH:25]2)[c:26]2[cH:27][cH:28][cH:29][cH:30][cH:31]2)[cH:32][cH:33][cH:34][cH:35][cH:36]1>>[CH:1]1([n:14]2[cH:13][n:12][c:11]3[c:10]([Cl:17])[n:9][c:8]([Cl:7])[n:16][c:15]32)[CH:2]=[CH:3][CH2:4][CH2:5]1. Reactants: CCO, CCOc1cccc(N)c1, FC(F)(F)c1cc(Cl)nc(-c2ccccn2)n1, Cl, [Na+], [OH-], O. Yields the product CCOc1cccc(Nc2cc(C(F)(F)F)nc(-c3ccccn3)n2)c1. RXN SMILES: [CH2:31]([OH:32])[CH3:33].[CH3:18][CH2:19][O:20][c:21]1[cH:22][c:23]([NH2:27])[cH:24][cH:25][cH:26]1.[Cl:1][c:2]1[n:3][c:4](-[c:12]2[n:13][cH:14][cH:15][cH:16][cH:17]2)[n:5][c:6]([C:8]([F:9])([F:10])[F:11])[cH:7]1.[ClH:28].[Na+:30].[OH-:29].[OH2:34]>>[c:2]1([NH:27][c:23]2[cH:22][c:21]([O:20][CH2:19][CH3:18])[cH:26][cH:25][cH:24]2)[n:3][c:4](-[c:12]2[n:13][cH:14][cH:15][cH:16][cH:17]2)[n:5][c:6]([C:8]([F:9])([F:10])[F:11])[cH:7]1. The reactants are BrC1=C(C(=CC(=C1)C(C)(OC)OC)C(C)(C)C)O (2-Bromo-6-tert-butyl-4-(1,1-dimethoxyethyl)phenol), C(C)I (ethyl iodide). Yields the product BrC1=C(C(=CC(=C1)C(C)(OC)OC)C(C)(C)C)OCC (1-Bromo-3-tert-butyl-5-(1,1-dimethoxyethyl)-2-ethoxybenzene). RXN SMILES: [Br:1][C:2]1[CH:7]=[C:6]([C:8]([O:12][CH3:13])([O:10][CH3:11])[CH3:9])[CH:5]=[C:4]([C:14]([CH3:17])([CH3:16])[CH3:15])[C:3]=1[OH:18].[CH2:19](I)[CH3:20]>>[Br:1][C:2]1[CH:7]=[C:6]([C:8]([O:12][CH3:13])([O:10][CH3:11])[CH3:9])[CH:5]=[C:4]([C:14]([CH3:17])([CH3:16])[CH3:15])[C:3]=1[O:18][CH2:19][CH3:20]. Procedure: 2-Bromo-6-tert-butyl-4-(1,1-dimethoxyethyl)phenol (20 g; for synthesis see CA02515715) was alkylated with ethyl iodide analogously to the conditions of O4.070. 19.67 g of the title compound were obtained.